Dataset: the Open Reaction Database (ORD), a public repository of structured organic reaction records. Task: describe an organic reaction: reactants, conditions, products, and yield Procedure details: The mixture of N-(3-{5-[1-(1-ethoxyethyl)-1H-pyrazol-4-yl]-1H-benzimidazol-1-yl}phenyl)-N′-(2,2,2-trifluoroethyl)urea (190 mg, 0.40 mmol) and 1.0 M hydrogen chloride in water (3 mL, 3 mmol) in tetrahydrofuran (5 mL) was stirred at r.t. 2 hours. The reaction mixture was concentrated under reduced pressure to dryness to afford the desired compound as HCl salt which was directly used in next step reaction without further purification. LCMS (M+H)+: m/z=401.2. Reactants: C(C)OC(C)N1N=CC(=C1)C1=CC2=C(N(C=N2)C=2C=C(C=CC2)NC(=O)NCC(F)(F)F)C=C1 (N-(3-{5-[1-(1-ethoxyethyl)-1H-pyrazol-4-yl]-1H-benzimidazol-1-yl}phenyl)-N′-(2,2,2-trifluoroethyl)urea), Cl (hydrogen chloride), O (water). Yields the product N1N=CC(=C1)C1=CC2=C(N(C=N2)C=2C=C(C=CC2)NC(=O)NCC(F)(F)F)C=C1 (N-{3-[5-(1H-pyrazol-4-yl)-1H-benzimidazol-1-yl]phenyl}-N′-(2,2,2-trifluoroethyl)urea), Cl (HCl). Run in O1CCCC1 (tetrahydrofuran). As a reaction SMILES: C(OC([N:6]1[CH:10]=[C:9]([C:11]2[CH:34]=[CH:33][C:14]3[N:15]([C:18]4[CH:19]=[C:20]([NH:24][C:25]([NH:27][CH2:28][C:29]([F:32])([F:31])[F:30])=[O:26])[CH:21]=[CH:22][CH:23]=4)[CH:16]=[N:17][C:13]=3[CH:12]=2)[CH:8]=[N:7]1)C)C.[ClH:35].O>O1CCCC1>[NH:6]1[CH:10]=[C:9]([C:11]2[CH:34]=[CH:33][C:14]3[N:15]([C:18]4[CH:19]=[C:20]([NH:24][C:25]([NH:27][CH2:28][C:29]([F:32])([F:31])[F:30])=[O:26])[CH:21]=[CH:22][CH:23]=4)[CH:16]=[N:17][C:13]=3[CH:12]=2)[CH:8]=[N:7]1.[ClH:35].